From a dataset of the Open Reaction Database (ORD), a public repository of structured organic reaction records. describe an organic reaction: reactants, conditions, products, and yield Reactants: NC1=C(C=NN1C=1C=C(C(=O)NC2CC2)C=CC1C)C(C1=CC=CC=C1)=O (3-(5-amino-4-benzoyl-pyrazol-1-yl)-N-cyclopropyl-4-methyl-benzamide), IC=1C=C(C(=O)C(C#N)=CNC2=CC=CC=C2)C=CC1 (2-(3-iodo-benzoyl)-3-phenylamino-acrylonitrile), CCN(C(C)C)C(C)C (DIEA), 02/57101 A1. Run in C(C)O (ethanol). Run at temperature 160 celsius. The product is NC1=C(C=NN1C=1C=C(C(=O)NC2CC2)C=CC1C)C(C1=CC(=CC=C1)I)=O (3-[5-Amino-4-(3-iodo-benzoyl)-pyrazol-1-yl]-N-cyclopropyl-4-methyl-benzamide). The yield is 70.0%. As a reaction SMILES: [NH2:1][C:2]1[N:6]([C:7]2[CH:8]=[C:9]([CH:16]=[CH:17][C:18]=2[CH3:19])[C:10]([NH:12][CH:13]2[CH2:15][CH2:14]2)=[O:11])[N:5]=[CH:4][C:3]=1[C:20](=[O:27])[C:21]1[CH:26]=[CH:25][CH:24]=[CH:23][CH:22]=1.[I:28]C1C=C(C=CC=1)C(C(=CNC1C=CC=CC=1)C#N)=O.CCN(C(C)C)C(C)C>C(O)C>[NH2:1][C:2]1[N:6]([C:7]2[CH:8]=[C:9]([CH:16]=[CH:17][C:18]=2[CH3:19])[C:10]([NH:12][CH:13]2[CH2:14][CH2:15]2)=[O:11])[N:5]=[CH:4][C:3]=1[C:20](=[O:27])[C:21]1[CH:22]=[CH:23][CH:24]=[C:25]([I:28])[CH:26]=1. Procedure details: To a stirred solution of N-cyclopropyl-3-hydrazino-4-methyl-benzamide, trifluoroacetic acid salt 6 (648 mg, 1.74 mmol, 1.0 eq) in 2 mL of ethanol was added 2-(3-iodo-benzoyl)-3-phenylamino-acrylonitrile 2 (550 mg, 1.74 mmol, preparation: International Patent Application Publication No. WO 02/57101 A1, pg. 84) and DIEA (0.50 mL, 2.9 mmol). The mixture was heated to 160° C. for 40 min using microwave. The mixture was concentrated in vacuo. The crude product was purified by silica gel column chroma... Reactants: C(C1=CC=CC=C1)(=O)OCC1(C(C1)CN1C(=O)NC(=O)C=C1)COC(C1=CC=CC=C1)=O (1-[2,2-bis(benzoyloxymethyl)-1-cyclopropylmethyl]uracil). Solvent: Cl (HCl). Run at time 5 hour. Yields the product OCC1(C(C1)CN1C(=O)NC(=O)C=C1)CO (1-[2,2-Bis(hydroxymethyl)cyclopropylmethyl]uracil). As a reaction SMILES: C([O:9][CH2:10][C:11]1([CH2:23][O:24]C(=O)C2C=CC=CC=2)[CH2:13][CH:12]1[CH2:14][N:15]1[CH:22]=[CH:21][C:19](=[O:20])[NH:18][C:16]1=[O:17])(=O)C1C=CC=CC=1>Cl>[OH:24][CH2:23][C:11]1([CH2:10][OH:9])[CH2:13][CH:12]1[CH2:14][N:15]1[CH:22]=[CH:21][C:19](=[O:20])[NH:18][C:16]1=[O:17]. Procedure details: A suspension of 3.62 mmoles of 1-[2,2-bis(benzoyloxymethyl)-1-cyclopropylmethyl]uracil in 178 ml of 2.5N HCl is stirred at 100° for about 5 hours. The reaction mixture is concentrated to a residual semi-solid which is triturated with three 20 ml portions of Et2O and dried, and the residue is dissolved in 5 ml of water and neutralized (pH 7) with 2N NaOH. The solid separates and is removed and dried, and the filtrate is concentrated to dryness. The solids are then combined, dissolved in a small a... Reactants: O (H2O), ClC1=C(C=CC(=C1)NC1=C(C=CC=C1)CCO)C(=O)C1=C(C=CC=C1)C ((2-chloro-4-{[2-(2-hydroxyethyl)phenyl]amino}phenyl)(2-methylphenyl)methanone), N1=CC=CC=C1 (pyridine), amine, C1(=CC=C(C=C1)S(=O)(=O)Cl)C (p-toluenesulfonyl chloride). Run at temperature 0 celsius, time 45 minute. The product is ClC1=C(C=CC(=C1)NC1=C(C=CC=C1)CCNCC1OCCC1)C(=O)C1=C(C=CC=C1)C ({2-Chloro-4-[(2-{2-[(tetrahydrofuran-2-ylmethyl)amino]ethyl}phenyl)amino]phenyl}(2-methylphenyl)methanone). RXN SMILES: [Cl:1][C:2]1[CH:7]=[C:6]([NH:8][C:9]2[CH:14]=[CH:13][CH:12]=[CH:11][C:10]=2[CH2:15][CH2:16]O)[CH:5]=[CH:4][C:3]=1[C:18]([C:20]1[CH:25]=[CH:24][CH:23]=[CH:22][C:21]=1[CH3:26])=[O:19].C1(C)C=CC(S(Cl)(=O)=O)=CC=1.[OH2:38].[N:39]1[CH:44]=[CH:43][CH:42]=[CH:41][CH:40]=1>>[Cl:1][C:2]1[CH:7]=[C:6]([NH:8][C:9]2[CH:14]=[CH:13][CH:12]=[CH:11][C:10]=2[CH2:15][CH2:16][NH:39][CH2:40][CH:41]2[CH2:42][CH2:43][CH2:44][O:38]2)[CH:5]=[CH:4][C:3]=1[C:18]([C:20]1[CH:25]=[CH:24][CH:23]=[CH:22][C:21]=1[CH3:26])=[O:19]. Procedure details: Compound 102 (0.15 g, 0.41 mmol) was dissolved in pyridine (0.2 mL) at 0° C., and p-toluenesulfonyl chloride (0.086 g, 0.45 mmol) was added. The suspension was stirred for 45 min at 0° C., after which the amine (tetrahydro-furfuryl amine, 0.127 mL, 1.23 mmol) was added. The reaction mixture was stirred at room temperature for 18 h. H2O (10 mL) was added and the aqueous phase was extracted with EtOAc (5×10 mL). The combined organic phases were washed with brine, dried (MgSO4), filtered and evapor... Starting materials: CCOCC (ether), [N+](=[N-])=CC(=O)OCC (ethyl diazoacetate), C(=C)OC1OCCCC1 (2-(Vinyloxy)tetrahydro-2H-pyran), CCOCC (ether). Reagents/catalysts: C(C)(=O)[O-].[Rh+3].C(C)(=O)[O-].C(C)(=O)[O-] (rhodium acetate). Reaction conditions: time 6 hour. Product: O1C(CCCC1)OC1C(C1)C(=O)OCC (Ethyl 2-(tetrahydro-2H-pyran-2-yloxy)cyclopropanecarboxylate). As a reaction SMILES: [CH:1]([O:3][CH:4]1[CH2:9][CH2:8][CH2:7][CH2:6][O:5]1)=[CH2:2].[N+](=C[C:13]([O:15][CH2:16][CH3:17])=[O:14])=[N-].[CH3:18]COCC>C([O-])(=O)C.[Rh+3].C([O-])(=O)C.C([O-])(=O)C>[O:5]1[CH2:6][CH2:7][CH2:8][CH2:9][CH:4]1[O:3][CH:1]1[CH2:18][CH:2]1[C:13]([O:15][CH2:16][CH3:17])=[O:14] |f:3.4.5.6|. Reported procedure: To a solution of 0.75 mol of the compound obtained in Step 1 in 200 ml of ether there are added 1.5 g of rhodium acetate and then, over 6 hours, a solution of 93 g of ethyl diazoacetate in 50 ml of ether. After stirring at ambient temperature for 16 hours, the reaction mixture is filtered and is then distilled at 50-90° C. and 0.5 torr. The residue obtained is redistilled at 80-84° C. and 0.2 torr, allowing the expected product to be isolated. Yields the product Brc1ccc(C2CCNCCS2)s1. Reactants: [Al+3], [Al+3], O=C1CC(c2ccc(Br)s2)SCCN1, C1CCOC1, CCOCC, [Cl-], [Cl-], [Cl-], [H-], [H-], [H-], [H-], [Li+], O. RXN SMILES: [Al+3:2].[Al+3:6].[Br:11][c:12]1[cH:13][cH:14][c:15]([CH:17]2[CH2:18][C:19](=[O:24])[NH:20][CH2:21][CH2:22][S:23]2)[s:16]1.[CH2:31]1[O:32][CH2:33][CH2:34][CH2:35]1.[CH3:26][CH2:27][O:28][CH2:29][CH3:30].[Cl-:1].[Cl-:3].[Cl-:4].[H-:10].[H-:5].[H-:8].[H-:9].[Li+:7].[OH2:25]>>[Br:11][c:12]1[cH:13][cH:14][c:15]([CH:17]2[CH2:18][CH2:19][NH:20][CH2:21][CH2:22][S:23]2)[s:16]1. The reactants are ClC=1C=CC2=C(CCC=3C(=NC=CC3)C2=C2CCN(CC2)C(=O)C(COS(=O)(=O)C)C2=CC=CC=C2)C1 (8-CHLORO-11-[1-(2-METHYLSULFONYLOXY-1-PHENYLETHYLCARBONYL)-4-PIPERIDYLIDENE]-6,11-DIHYDRO-5H-BENZO[5,6]CYCLOHEPTA[1,2-b]-PYRIDINE), ClC=1C=CC2=C(CCC=3C(=NC=CC3)C2=C2CCN(CC2)C(=O)C(COS(=O)(=O)C)C2=CC=CC=C2)C1 (8-CHLORO-11-[1-(2-METHYLSULFONYLOXY-1-PHENYLETHYLCARBONYL)-4-PIPERIDYLIDENE]-6,11-DIHYDRO-5H-BENZO[5,6]CYCLOHEPTA[1,2-b]-PYRIDINE), C(C)(=S)[O-].[Cs+] (cesium thioacetate). Solvent: CN(C)C=O (DMF). The product is ClC=1C=CC2=C(CCC=3C(=NC=CC3)C2=C2CCN(CC2)C(=O)C(CSC(C)=O)C2=CC=CC=C2)C1 (8-CHLORO-11-[1-(2-ACETYLMERCAPTO-1-PHENYLETHYLCARBONYL)-4-PIPERIDYLIDENE]-6,11-DIHYDRO-5H-BENZO[5,6]CYCLOHEPTA[1,2-b]-PYRIDINE). RXN SMILES: [Cl:1][C:2]1[CH:3]=[CH:4][C:5]2[C:15](=[C:16]3[CH2:21][CH2:20][N:19]([C:22]([CH:24]([C:31]4[CH:36]=[CH:35][CH:34]=[CH:33][CH:32]=4)[CH2:25]OS(C)(=O)=O)=[O:23])[CH2:18][CH2:17]3)[C:10]3=[N:11][CH:12]=[CH:13][CH:14]=[C:9]3[CH2:8][CH2:7][C:6]=2[CH:37]=1.[C:38]([O-:41])(=[S:40])[CH3:39].[Cs+]>CN(C=O)C>[Cl:1][C:2]1[CH:3]=[CH:4][C:5]2[C:15](=[C:16]3[CH2:21][CH2:20][N:19]([C:22]([CH:24]([C:31]4[CH:32]=[CH:33][CH:34]=[CH:35][CH:36]=4)[CH2:25][S:40][C:38](=[O:41])[CH3:39])=[O:23])[CH2:18][CH2:17]3)[C:10]3=[N:11][CH:12]=[CH:13][CH:14]=[C:9]3[CH2:8][CH2:7][C:6]=2[CH:37]=1 |f:1.2|. Procedure details: Dissolve 0.3 g (0.56 m mole) of 8-chloro-11-[1-(2-methanesulfonyloxy-1-phenylethylcarbonyl)-4-piperidylidene]-6,11-dihydro-5H-benzo[5,6]cyclohepta-[1,2-b]pyridine (Formula 5.6 of Example 83) in 5 mL of DMF and add 0.2 g (0.6 m mole) of cesium thioacetate (preparation described in Synthetic Communications, 13, 553, 1983). Stir the reaction at 80° C. for twenty hours then concentrate under vacuo. Purify the residue by silica gel chromatography using 70% EtOAc and 30% hexane as the solvent. The pro... Starting materials: O=C([O-])[O-], Cc1ccccc1, [Cs+], [Cs+], O=C1C(N2CCOCC2)=CCCN1c1ccc(I)cc1, O=C1CCCCN1. Product: O=C1CCCCN1c1ccc(N2CCC=C(N3CCOCC3)C2=O)cc1. RXN SMILES: [C:28](=[O:29])([O-:30])[O-:31].[CH3:34][c:35]1[cH:36][cH:37][cH:38][cH:39][cH:40]1.[Cs+:32].[Cs+:33].[I:1][c:2]1[cH:3][cH:4][c:5]([N:8]2[C:9](=[O:20])[C:10]([N:14]3[CH2:15][CH2:16][O:17][CH2:18][CH2:19]3)=[CH:11][CH2:12][CH2:13]2)[cH:6][cH:7]1.[NH:21]1[C:22](=[O:27])[CH2:23][CH2:24][CH2:25][CH2:26]1>>[c:2]1([N:21]2[C:22](=[O:27])[CH2:23][CH2:24][CH2:25][CH2:26]2)[cH:3][cH:4][c:5]([N:8]2[C:9](=[O:20])[C:10]([N:14]3[CH2:15][CH2:16][O:17][CH2:18][CH2:19]3)=[CH:11][CH2:12][CH2:13]2)[cH:6][cH:7]1. As a reaction SMILES: [Cl:1][C:2]1[C:11]2[C:6](=[CH:7][C:8]([O:12][CH3:13])=[CH:9][CH:10]=2)[C:5]([C:14]2[CH:19]=[CH:18][CH:17]=[CH:16][CH:15]=2)=[C:4]([C:20]#[N:21])[N:3]=1.COC1C=C2C(=CC=1)C(=O)NC(C#N)=C2C1C=CC=CC=1[F:43]>>[Cl:1][C:2]1[C:11]2[C:6](=[CH:7][C:8]([O:12][CH3:13])=[CH:9][CH:10]=2)[C:5]([C:14]2[CH:19]=[CH:18][CH:17]=[CH:16][C:15]=2[F:43])=[C:4]([C:20]#[N:21])[N:3]=1. Reported procedure: Following the procedure for 1-chloro-6-methoxy-4-phenylisoquinoline-3-carbonitrile, using 6-methoxy-1-oxo-4-(2-fluorophenyl)-1,2-dihydroisoquinoline-3-carbonitrile in place of 6-methoxy-1-oxo-4-phenyl-1,2-dihydroisoquinoline-3-carbonitrile, the title compound was synthesized. The reactants are ClC1=NC(=C(C2=CC(=CC=C12)OC)C1=CC=CC=C1)C#N (1-chloro-6-methoxy-4-phenylisoquinoline-3-carbonitrile), COC=1C=C2C(=C(NC(C2=CC1)=O)C#N)C1=C(C=CC=C1)F (6-methoxy-1-oxo-4-(2-fluorophenyl)-1,2-dihydroisoquinoline-3-carbonitrile). Product: ClC1=NC(=C(C2=CC(=CC=C12)OC)C1=C(C=CC=C1)F)C#N (1-chloro-4-(2-fluorophenyl)-6-methoxyisoquinoline-3-carbonitrile). The reactants are ClCCl, CCc1ccccc1, CC(C)=O, CCCCCCC, CC(C)[N-]C(C)C, Clc1nc(N2CCOCC2)c2scnc2n1, [Li+], C1CCOC1, C1CCOC1. Yields the product CC(C)(O)c1nc2nc(Cl)nc(N3CCOCC3)c2s1. As a reaction SMILES: [CH2:29]([Cl:30])[Cl:31].[CH2:37]([c:38]1[cH:39][cH:40][cH:41][cH:42][cH:43]1)[CH3:44].[CH3:25][C:26]([CH3:27])=[O:28].[CH3:50][CH2:51][CH2:52][CH2:53][CH2:54][CH2:55][CH3:56].[CH:17]([N-:18][CH:19]([CH3:20])[CH3:21])([CH3:22])[CH3:23].[Cl:1][c:2]1[n:3][c:4]([N:11]2[CH2:12][CH2:13][O:14][CH2:15][CH2:16]2)[c:5]2[c:6]([n:7]1)[n:8][cH:9][s:10]2.[Li+:24].[O:32]1[CH2:33][CH2:34][CH2:35][CH2:36]1.[O:45]1[CH2:46][CH2:47][CH2:48][CH2:49]1>>[Cl:1][c:2]1[n:3][c:4]([N:11]2[CH2:12][CH2:13][O:14][CH2:15][CH2:16]2)[c:5]2[c:6]([n:7]1)[n:8][c:9]([C:26]([CH3:25])([CH3:27])[OH:28])[s:10]2.